This data is from the Open Reaction Database (ORD), a public repository of structured organic reaction records. The task is: describe an organic reaction: reactants, conditions, products, and yield The reactants are CCCN, CS(C)=O, Cl, O=C(O)Cc1cc([N+](=O)[O-])cc(F)c1F. Yields the product CCCN1C(=O)Cc2cc([N+](=O)[O-])cc(F)c21. Reaction SMILES: [CH2:16]([CH2:17][CH3:18])[NH2:19].[CH3:21][S:22]([CH3:23])=[O:24].[ClH:20].[F:1][c:2]1[c:3]([CH2:12][C:13](=[O:14])[OH:15])[cH:4][c:5]([N+:9](=[O:10])[O-:11])[cH:6][c:7]1[F:8]>>[c:2]12[c:3]([cH:4][c:5]([N+:9](=[O:10])[O-:11])[cH:6][c:7]1[F:8])[CH2:12][C:13](=[O:15])[N:19]2[CH2:16][CH2:17][CH3:18]. Starting materials: S1C(=NC2=C1C=CC=C2)SCC(=O)O (2-(benzo[d]thiazol-2-ylthio)acetic acid), CC1NC2=CC=CC=C2CC1 (2-methyl-1,2,3,4-tetrahydroquinoline). Yields the product S1C(=NC2=C1C=CC=C2)SCC(=O)N2C(CCC1=CC=CC=C21)C (2-(Benzothiazol-2-ylsulfanyl)-1-(2-methyl-3,4-dihydro-2H-quinolin-1-yl)-ethanone). Yield: 40.0%. RXN SMILES: [S:1]1[C:5]2[CH:6]=[CH:7][CH:8]=[CH:9][C:4]=2[N:3]=[C:2]1[S:10][CH2:11][C:12]([OH:14])=O.[CH3:15][CH:16]1[CH2:25][CH2:24][C:23]2[C:18](=[CH:19][CH:20]=[CH:21][CH:22]=2)[NH:17]1>>[S:1]1[C:5]2[CH:6]=[CH:7][CH:8]=[CH:9][C:4]=2[N:3]=[C:2]1[S:10][CH2:11][C:12]([N:17]1[C:18]2[C:23](=[CH:22][CH:21]=[CH:20][CH:19]=2)[CH2:24][CH2:25][CH:16]1[CH3:15])=[O:14]. Procedure: The title compound was synthesized according to General Procedure B using 2-(benzo[d]thiazol-2-ylthio)acetic acid and 2-methyl-1,2,3,4-tetrahydroquinoline to yield 40 as a pale yellow solid (0.32 g, 40%); MS m/z: 355 (M+H)+. Anal. Calcd. For, C19H18N2OS2: C, 64.38; H, 5.12; N, 7.90; S, 18.09. Found: C, 64.38; H, 5.22; N, 7.85; S, 17.93. Starting materials: C(CCCCCCCCCCCCCCC)(=O)OC(CSCCC(=O)O)COC(CCCCCCCCCCCCCCC)=O (6,7-bis(palmitoyloxy)-4-thiaheptanoic acid), P(Cl)(Cl)Cl (phosphorus trichloride), C(CCCCCCCCCCCCCCC)(=O)OC(CSCCC(=O)NCC1=CC=C(C(=O)N[C@@H](CCC(=O)O)C(=O)O)C=C1)COC(CCCCCCCCCCCCCCC)=O (4 -[6,7,bis(palmitoyloxy)-4-thiaheptanoylaminomethyl]benzoylglutamic acid), C(C)(C)(C)OC(C1=CC=C(C=C1)N)=O (4-aminobenzoic acid t-butyl ester). Run in N1=CC=CC=C1 (pyridine). Conditions: time 30 minute. Yields the product C(C)(C)(C)OC(C1=CC=C(C=C1)NC(CCSCC(COC(CCCCCCCCCCCCCCC)=O)OC(CCCCCCCCCCCCCCC)=O)=O)=O (4-[6,7-bis(palmitoyloxy)4-thiaheptanoylamino]benzoic acid t-butyl ester). The yield is 99.0%. Reaction SMILES: [C:1]([O:18][CH:19]([CH2:27][O:28][C:29](=[O:45])[CH2:30][CH2:31][CH2:32][CH2:33][CH2:34][CH2:35][CH2:36][CH2:37][CH2:38][CH2:39][CH2:40][CH2:41][CH2:42][CH2:43][CH3:44])[CH2:20][S:21][CH2:22][CH2:23][C:24]([OH:26])=O)(=[O:17])[CH2:2][CH2:3][CH2:4][CH2:5][CH2:6][CH2:7][CH2:8][CH2:9][CH2:10][CH2:11][CH2:12][CH2:13][CH2:14][CH2:15][CH3:16].C(OC(COC(=O)CCCCCCCCCCCCCCC)CSCCC(NCC1C=CC(C(N[C@H](C(O)=O)CCC(O)=O)=O)=CC=1)=O)(=O)CCCCCCCCCCCCCCC.[C:110]([O:114][C:115](=[O:123])[C:116]1[CH:121]=[CH:120][C:119]([NH2:122])=[CH:118][CH:117]=1)([CH3:113])([CH3:112])[CH3:111].P(Cl)(Cl)Cl>N1C=CC=CC=1>[C:110]([O:114][C:115](=[O:123])[C:116]1[CH:117]=[CH:118][C:119]([NH:122][C:24](=[O:26])[CH2:23][CH2:22][S:21][CH2:20][CH:19]([O:18][C:1](=[O:17])[CH2:2][CH2:3][CH2:4][CH2:5][CH2:6][CH2:7][CH2:8][CH2:9][CH2:10][CH2:11][CH2:12][CH2:13][CH2:14][CH2:15][CH3:16])[CH2:27][O:28][C:29](=[O:45])[CH2:30][CH2:31][CH2:32][CH2:33][CH2:34][CH2:35][CH2:36][CH2:37][CH2:38][CH2:39][CH2:40][CH2:41][CH2:42][CH2:43][CH3:44])=[CH:120][CH:121]=1)([CH3:113])([CH3:111])[CH3:112]. Procedure: A solution of 6,7-bis(palmitoyloxy)-4-thiaheptanoic acid as obtained in Reference Example 4 (2.0 g), 4-aminobenzoic acid t-butyl ester (600 mg) and phosphorus trichloride (207 mg) in pyridine (40 ml) was stirred at room temperature for 30 minutes. After solvent concentration under reduced pressure, the resulting residue was purified by silica gel column chromatography (chloroform) to yield the title compound (2.157 g, yield 99%) as a colorless solid. The reactants are CC(=O)OC1CCC(c2ccccc2)CC1, ClCCl, [Cl-], [Cl-], Cl, O, [Zn+2]. Product: CC(=O)OC1CCC(c2ccc(CCl)cc2)CC1. RXN SMILES: [C:1]([CH3:2])(=[O:3])[O:4][CH:5]1[CH2:6][CH2:7][CH:8]([c:11]2[cH:12][cH:13][cH:14][cH:15][cH:16]2)[CH2:9][CH2:10]1.[CH2:19]([Cl:20])[Cl:21].[Cl-:22].[Cl-:24].[ClH:17].[OH2:18].[Zn+2:23]>>[C:1]([CH3:2])(=[O:3])[O:4][CH:5]1[CH2:6][CH2:7][CH:8]([c:11]2[cH:12][cH:13][c:14]([CH2:19][Cl:20])[cH:15][cH:16]2)[CH2:9][CH2:10]1. Reactants: CCO, COCCOc1ccc([N+](=O)[O-])cc1. Product: COCCOc1ccc(N)cc1. RXN SMILES: [CH3:15][CH2:16][OH:17].[CH3:1][O:2][CH2:3][CH2:4][O:5][c:6]1[cH:7][cH:8][c:9]([N+:12]([O-:13])=[O:14])[cH:10][cH:11]1>>[CH3:1][O:2][CH2:3][CH2:4][O:5][c:6]1[cH:7][cH:8][c:9]([NH2:12])[cH:10][cH:11]1. Reactants: CCc1cc(-c2nc(-c3cc(C)c(OCC4CO4)c(CC)c3)no2)cnc1CC, CO, N. RXN SMILES: [CH2:1]([CH3:2])[c:3]1[n:4][cH:5][c:6](-[c:11]2[n:12][c:13](-[c:16]3[cH:17][c:18]([CH2:28][CH3:29])[c:19]([O:23][CH2:24][CH:25]4[O:26][CH2:27]4)[c:20]([CH3:22])[cH:21]3)[n:14][o:15]2)[cH:7][c:8]1[CH2:9][CH3:10].[CH3:31][OH:32].[NH3:30]>>[CH2:1]([CH3:2])[c:3]1[n:4][cH:5][c:6](-[c:11]2[n:12][c:13](-[c:16]3[cH:17][c:18]([CH2:28][CH3:29])[c:19]([O:23][CH2:24][CH:25]([OH:26])[CH2:27][NH2:30])[c:20]([CH3:22])[cH:21]3)[n:14][o:15]2)[cH:7][c:8]1[CH2:9][CH3:10]. Yields the product CCc1cc(-c2nc(-c3cc(C)c(OCC(O)CN)c(CC)c3)no2)cnc1CC. The reactants are [OH-].[Na+] (sodium hydroxide), BrCCCCCC (1-bromohexane). Solvent: C(C)O (ethanol). Conditions: temperature 70 celsius, time 4 hour. The product is C(CCCCC)OC1=CC=C(C=C1)Br (4-hexyloxybromobenzene). Isolated yield 164.4%. Reaction SMILES: [OH-:1].[Na+].[Br:3][CH2:4][CH2:5][CH2:6][CH2:7][CH2:8][CH3:9]>C(O)C>[CH2:4]([O:1][C:7]1[CH:8]=[CH:9][C:4]([Br:3])=[CH:5][CH:6]=1)[CH2:5][CH2:6][CH2:7][CH2:8][CH3:9] |f:0.1|. Procedure: 50.0g (0.290mol) of p-bromophenyl was dissolved in 300ml of ethanol and 14.2g (0.340mol) of sodium hydroxide and 49.5g (0.300mol) of 1-bromohexane were added thereto. The resulting solution was stirred at 70° C. for 4 hours to complete the reaction and the solvent was removed by distillation. Then 150ml of water was added and the organic layer was extracted with 200ml of hexane. The hexane was removed by distillation thereafter. The residue was distilled under reduced pressure to yield 63.4g of ...